This data is from the Open Reaction Database (ORD), a public repository of structured organic reaction records. The task is: describe an organic reaction: reactants, conditions, products, and yield Starting materials: C(C)(C)(C)OC(=O)N1CCCC2=CC=C(N=C12)CCOC=1C=CC2=C(SC=C2CCC(=O)O)C1 (7-{2-[3-(2-Carboxy-ethyl)-benzo[b]thiophen-6-yloxy]-ethyl}-3,4-dihydro-2H-[1,8]naphthyridine-1-carboxylic acid tert-butyl ester). The solvent is C1CCOC1 (THF). The product is N1=C(C=CC=2CCCNC12)CCOC=1C=CC2=C(SC=C2CCC(=O)O)C1 (3-{6-[2-(5,6,7,8-Tetrahydro-[1,8]naphthyridin-2-yl)-ethoxy]-benzo[b]thiophen-3-yl}-propionic acid). Isolated yield 23.9%. RXN SMILES: C(OC([N:8]1[C:17]2[C:12](=[CH:13][CH:14]=[C:15]([CH2:18][CH2:19][O:20][C:21]3[CH:22]=[CH:23][C:24]4[C:28]([CH2:29][CH2:30][C:31]([OH:33])=[O:32])=[CH:27][S:26][C:25]=4[CH:34]=3)[N:16]=2)[CH2:11][CH2:10][CH2:9]1)=O)(C)(C)C>C1COCC1>[N:16]1[C:17]2[NH:8][CH2:9][CH2:10][CH2:11][C:12]=2[CH:13]=[CH:14][C:15]=1[CH2:18][CH2:19][O:20][C:21]1[CH:22]=[CH:23][C:24]2[C:28]([CH2:29][CH2:30][C:31]([OH:33])=[O:32])=[CH:27][S:26][C:25]=2[CH:34]=1. Procedure details: 7-{2-[3-(2-Carboxy-ethyl)-benzo[b]thiophen-6-yloxy]-ethyl}-3,4-dihydro-2H-[1,8]naphthyridine-1-carboxylic acid tert-butyl ester (168 mg, 0.35 mmol) was dissolved in THF (10 ml). Hydrogen chloride gas was bubbled through the solution until the starting material disappears by TLC. Then the solvent was evaporated under vacuum and the crude was chromatographied over silica gel using 5% methanol/ methylene chloride as solvent to yield 32 mg (24%) of 3-{6-[2-(5,6,7,8-Tetrahydro-[1,8]naphthyridin-2-yl)... Reactants: COC(=O)c1cccc(O)c1O, Cc1cccc(B(O)O)c1. Yields the product COC(=O)c1cccc(Oc2cccc(C)c2)c1O. Reaction SMILES: [OH:1][c:2]1[c:3]([C:4](=[O:5])[O:6][CH3:7])[cH:8][cH:9][cH:10][c:11]1[OH:12].[c:13]1([CH3:22])[cH:14][c:15]([B:19]([OH:20])[OH:21])[cH:16][cH:17][cH:18]1>>[OH:1][c:2]1[c:3]([C:4](=[O:5])[O:6][CH3:7])[cH:8][cH:9][cH:10][c:11]1[O:12][c:15]1[cH:14][c:13]([CH3:22])[cH:18][cH:17][cH:16]1. Starting materials: [OH-].[Li+] (lithium hydroxide), BrC=1C=CC(=C(C(=O)OCC2=CC(=CC=C2)OC)C1)OCC1=CC(=CC=C1)OC ([3-(methyloxy)phenyl]methyl 5-bromo-2-({[3-(methyloxy)phenyl]methyl}oxy)benzoate). The solvent is O (water), C1CCOC1 (THF). Conditions: temperature 20 celsius, time 16 hour. The product is BrC=1C=CC(=C(C(=O)O)C1)OCC1=CC(=CC=C1)OC (5-Bromo-2-({[3-(methyloxy)phenyl]methyl}oxy)benzoic acid). RXN SMILES: [OH-].[Li+].[Br:3][C:4]1[CH:5]=[CH:6][C:7]([O:22][CH2:23][C:24]2[CH:29]=[CH:28][CH:27]=[C:26]([O:30][CH3:31])[CH:25]=2)=[C:8]([CH:21]=1)[C:9]([O:11]CC1C=CC=C(OC)C=1)=[O:10]>O.C1COCC1>[Br:3][C:4]1[CH:5]=[CH:6][C:7]([O:22][CH2:23][C:24]2[CH:29]=[CH:28][CH:27]=[C:26]([O:30][CH3:31])[CH:25]=2)=[C:8]([CH:21]=1)[C:9]([OH:11])=[O:10] |f:0.1|. Procedure: A solution of lithium hydroxide (395 mg, 9.40 mmol) in water (20 ml) was added dropwise to a stirred solution of [3-(methyloxy)phenyl]methyl 5-bromo-2-({[3-(methyloxy)phenyl]methyl}oxy)benzoate (may be prepared as described in Description 29; 430 mg, 0.94 mmol) in THF (20 ml) over 1 min. The reaction mixture was stirred at 20° C. for 16 h. The organic phase was evaporated and the aqueous phase (20 ml) was extracted with ethyl acetate (20 ml). The aqueous phase (20 ml) was adjusted to pH 2 with 2... Reactants: ClC1=C(C=CC=C1)[N+](=O)[O-] (chloronitrobenzene), ClC1=C(C=CC=C1)[N+](=O)[O-] (chloronitrobenzene), disulfide, disulfide, ClC1=C(C=CC=C1)[N+](=O)[O-] (1-chloro-2-nitrobenzene), disulfide, 100, [S-][S-].[Na+].[Na+] (sodium disulfide), castor oil, ClC1=C(C=CC=C1)[N+](=O)[O-] (1-chloro-2-nitrobenzene). Run in O (water). Reaction conditions: temperature 60 celsius. Yields the product C1=CC=C(C(=C1)[N+](=O)[O-])SSC2=CC=CC=C2[N+](=O)[O-] (2,2'-dinitrodiphenyl disulfide). Isolated yield 95.0%. Reaction SMILES: Cl[C:2]1[CH:7]=[CH:6][CH:5]=[CH:4][C:3]=1[N+:8]([O-:10])=[O:9].[S-:11][S-:12].[Na+].[Na+]>O>[CH:5]1[CH:4]=[C:3]([N+:8]([O-:10])=[O:9])[C:2]([S:11][S:12][C:2]2[C:3]([N+:8]([O-:10])=[O:9])=[CH:4][CH:5]=[CH:6][CH:7]=2)=[CH:7][CH:6]=1 |f:1.2.3|. Procedure: 1300 parts of water containing 150 parts of castor oil ethoxylate and 250 parts of 1-chloro-2-nitrobenzene are charged to a reactor and heated to 60° C. with thorough mixing. Simultaneous addition is then made of 2268 parts of disulfide solution (preparation as described in Example 1) and 2250 parts of 1-chloro-2-nitrobenzene in separate streams. The rate of addition is 400 parts per hour. When the total amount of chloronitrobenzene has been added, the remaining amount of disulfide is added at a... The reactants are CN=C=O, CC1(C)CNC(=O)CC(C)(C)N1, CCOC(C)=O, C1CN2CCN1CC2, c1ccccc1. Yields the product CNC(=O)N1CC(C)(C)NC(C)(C)CC1=O. As a reaction SMILES: [CH3:13][N:14]=[C:15]=[O:16].[CH3:1][C:2]1([CH3:12])[NH:3][C:4]([CH3:10])([CH3:11])[CH2:5][C:6](=[O:9])[NH:7][CH2:8]1.[CH3:31][CH2:32][O:33][C:34](=[O:35])[CH3:36].[N:23]12[CH2:24][CH2:25][N:26]([CH2:27][CH2:28]1)[CH2:29][CH2:30]2.[cH:17]1[cH:18][cH:19][cH:20][cH:21][cH:22]1>>[CH3:1][C:2]1([CH3:12])[NH:3][C:4]([CH3:10])([CH3:11])[CH2:5][C:6](=[O:9])[N:7]([C:15]([NH:14][CH3:13])=[O:16])[CH2:8]1. The reactants are FC1=CC=C(C2=C1CCN(C=C2)C(C(F)(F)F)=O)OC (9-fluoro-6-methoxy-3-(2,2,2-trifluoroacetyl)-2,3-dihydro-1H-benzo[d]azepine), [H][H] (hydrogen). Reagents/catalysts: [Pd] (Pd/C). The solvent is CCOC(=O)C.C(C)O (EtOAc ethanol). The product is FC1=CC=C(C2=C1CCN(CC2)C(C(F)(F)F)=O)OC (9-Fluoro-6-methoxy-3-(2,2,2-trifluoroacetyl)-2,3,4,5-tetrahydro-1H-benzo[d]azepine). Isolated yield 91.1%. As a reaction SMILES: [F:1][C:2]1[C:7]2[CH2:8][CH2:9][N:10]([C:13](=[O:18])[C:14]([F:17])([F:16])[F:15])[CH:11]=[CH:12][C:6]=2[C:5]([O:19][CH3:20])=[CH:4][CH:3]=1.[H][H]>CCOC(C)=O.C(O)C.[Pd]>[F:1][C:2]1[C:7]2[CH2:8][CH2:9][N:10]([C:13](=[O:18])[C:14]([F:16])([F:17])[F:15])[CH2:11][CH2:12][C:6]=2[C:5]([O:19][CH3:20])=[CH:4][CH:3]=1 |f:2.3|. Reported procedure: Dissolve 9-fluoro-6-methoxy-3-(2,2,2-trifluoroacetyl)-2,3-dihydro-1H-benzo[d]azepine (9.4 g, 32.4 mmol) with 10% Pd/C (dry basis, Degussa type, 1.4 g, 0.65 mmol) in EtOAc/ethanol (1:1, 200 mL) and stir at ambient temperature under a balloon of hydrogen for 4.5 h. Filter the mixture through a pad of silica gel and evaporate the filtrate to obtain the desired intermediate (8.6 g, 91%). MS (ES+) m/z: 292 (M+H)+. The reactants are C(C1=CC=CC=C1)(C1=CC=CC=C1)N1CCNCC1 (1-benzhydrylpiperazine), C(C)(C)N(CC)C(C)C (diisopropylethylamine), BrCCCO (3-bromo-1-propanol). Run in O1CCOCC1.O (dioxane H2O). Run at time 17 hour. Product: C(C1=CC=CC=C1)(C1=CC=CC=C1)N1CCN(CC1)CCCO (1-Benzhydryl-4-(3-hydroxypropyl)piperazine). RXN SMILES: [CH:1]([N:14]1[CH2:19][CH2:18][NH:17][CH2:16][CH2:15]1)([C:8]1[CH:13]=[CH:12][CH:11]=[CH:10][CH:9]=1)[C:2]1[CH:7]=[CH:6][CH:5]=[CH:4][CH:3]=1.C(N(C(C)C)CC)(C)C.Br[CH2:30][CH2:31][CH2:32][OH:33]>O1CCOCC1.O>[CH:1]([N:14]1[CH2:19][CH2:18][N:17]([CH2:30][CH2:31][CH2:32][OH:33])[CH2:16][CH2:15]1)([C:8]1[CH:13]=[CH:12][CH:11]=[CH:10][CH:9]=1)[C:2]1[CH:7]=[CH:6][CH:5]=[CH:4][CH:3]=1 |f:3.4|. Procedure: To 1-benzhydrylpiperazine (64 mmol) and diisopropylethylamine (77 mmol) in dioxane/H2O (9:1, 100 mL) is added 3-bromo-1-propanol (64 mmol) while stirring. After about 17 hours, the solution is concentrated in vacuo, and the residue is taken up in EtOAc (250 mL) and washed with 1N NaOH (2×100 mL), and brine (2×). The organic phase is dried over Na2SO4 (s), concentrated in vacuo and recrystallized from hot EtOAc to afford white crystalline product. Reactants: BrC(C(=O)OC)CC1=CC(=C(C=C1)OCC=1N=C(OC1C)C1=CC=CC=C1)F (methyl 2-bromo-3-[3-fluoro-4-(5-methyl-2-phenyl-4-oxazolylmethoxy)phenyl]propionate), N12CCCCCC2=NCCC1 (1,8-diazabicyclo[5.4.0]undec-7-ene), Cl (HCl). The solvent is C1(=CC=CC=C1)C (toluene). Reaction conditions: time 2 hour. Yields the product FC=1C=C(C=CC(=O)OC)C=CC1OCC=1N=C(OC1C)C1=CC=CC=C1 (methyl 3-fluoro-4-(5-methyl-2-phenyl-4-oxazolylmethoxy)cinnamate). The yield is 86.5%. RXN SMILES: Br[CH:2]([CH2:7][C:8]1[CH:13]=[CH:12][C:11]([O:14][CH2:15][C:16]2[N:17]=[C:18]([C:22]3[CH:27]=[CH:26][CH:25]=[CH:24][CH:23]=3)[O:19][C:20]=2[CH3:21])=[C:10]([F:28])[CH:9]=1)[C:3]([O:5][CH3:6])=[O:4].N12CCCN=C1CCCCC2.Cl>C1(C)C=CC=CC=1>[F:28][C:10]1[CH:9]=[C:8]([CH:13]=[CH:12][C:11]=1[O:14][CH2:15][C:16]1[N:17]=[C:18]([C:22]2[CH:23]=[CH:24][CH:25]=[CH:26][CH:27]=2)[O:19][C:20]=1[CH3:21])[CH:7]=[CH:2][C:3]([O:5][CH3:6])=[O:4]. Procedure: A mixture of methyl 2-bromo-3-[3-fluoro-4-(5-methyl-2-phenyl-4-oxazolylmethoxy)phenyl]propionate (14.1 g), 1,8-diazabicyclo[5.4.0]undec-7-ene (DBU) (4.8 g) and toluene (150 ml) was stirred for 2 hours at temperatures ranging from 80 to 90° C. The reaction mixture was poured into 2N HCl, which was subjected to extraction with ethyl acetate. The ethyl acetate layer was washed with water and dried (MgSO4), followed by distilling off the solvent under reduced pressure to yield methyl 3-fluoro-4-(5-m... The reactants are CC1(OB(OC1(C)C)C1=CCC(CC1)C(F)(F)F)C (4,4,5,5-Tetramethyl-2-[4-(trifluoromethyl)cyclohex-1-en-1-yl]-[1,3,2] dioxaborolane), C([O-])([O-])=O.[Na+].[Na+] (sodium carbonate), O (water), BrC1=C(C=C(C=N1)NC(=O)C=1C=NN(C1C)C1=NC=C(C=C1)C(F)(F)F)C (N-(6-bromo-5-methylpyridin-3-yl)-5-methyl-1-[5-(trifluoromethyl)pyridin-2-yl]-1H-pyrazole-4-carboxamide), O (water). Solvent: C(C)(=O)OCC (ethyl acetate), O1CCOCC1 (1,4-dioxane). Run at temperature 100 celsius. Yields the product CC1=C(C=NN1C1=NC=C(C=C1)C(F)(F)F)C(=O)NC=1C=NC(=C(C1)C)C1=CCC(CC1)C(F)(F)F (5-Methyl-N-{5-methyl-6-[4-(trifluoromethyl)cyclohex-1-en-1-yl]pyridin-3-yl}-1-[5-(trifluoromethyl)pyridin-2-yl]-1H-pyrazole-4-carboxamide). The yield is 63.1%. As a reaction SMILES: CC1(C)C(C)(C)OB([C:9]2[CH2:14][CH2:13][CH:12]([C:15]([F:18])([F:17])[F:16])[CH2:11][CH:10]=2)O1.C(=O)([O-])[O-].[Na+].[Na+].O.Br[C:28]1[N:33]=[CH:32][C:31]([NH:34][C:35]([C:37]2[CH:38]=[N:39][N:40]([C:43]3[CH:48]=[CH:47][C:46]([C:49]([F:52])([F:51])[F:50])=[CH:45][N:44]=3)[C:41]=2[CH3:42])=[O:36])=[CH:30][C:29]=1[CH3:53]>O1CCOCC1.C(OCC)(=O)C>[CH3:42][C:41]1[N:40]([C:43]2[CH:48]=[CH:47][C:46]([C:49]([F:50])([F:52])[F:51])=[CH:45][N:44]=2)[N:39]=[CH:38][C:37]=1[C:35]([NH:34][C:31]1[CH:32]=[N:33][C:28]([C:9]2[CH2:14][CH2:13][CH:12]([C:15]([F:16])([F:17])[F:18])[CH2:11][CH:10]=2)=[C:29]([CH3:53])[CH:30]=1)=[O:36] |f:1.2.3|. Procedure: 4,4,5,5-Tetramethyl-2-[4-(trifluoromethyl)cyclohex-1-en-1-yl]-[1,3,2] dioxaborolane (163 mg), [1,1′-bis(diphenylphosphino)ferrocene]palladium (II) dichloride dichloromethane complex (37 mg), sodium carbonate (144 mg) and water (1.0 ml) were added at room temperature to a solution of N-(6-bromo-5-methylpyridin-3-yl)-5-methyl-1-[5-(trifluoromethyl)pyridin-2-yl]-1H-pyrazole-4-carboxamide (200 mg) described in Reference Example 189 in 1,4-dioxane (3.0 ml), and stirred at 100° C. under radiation of m...